This data is from the Open Reaction Database (ORD), a public repository of structured organic reaction records. The task is: describe an organic reaction: reactants, conditions, products, and yield The reactants are C(C)(C)(C)C1=C(C(=CC=C1)[N+](=O)[O-])C=C (1-tert-butyl-2-vinyl-3-nitrobenzene), C(C)(C)(C)C=1C(=C(C=CC1)N)C=C (3-tert-butyl-2-vinyl-phenylamine). The reagents and catalysts are [Pd] (Pd/C). Run in CO (methanol). Product: C(C)(C)(C)C=1C(=C(C=CC1)N)CC (3-tert-butyl-2-ethyl-phenylamine). RXN SMILES: [C:1]([C:5]1[CH:10]=[CH:9][CH:8]=[C:7]([N+:11]([O-])=O)[C:6]=1[CH:14]=[CH2:15])([CH3:4])([CH3:3])[CH3:2].C(C1C(C=C)=C(N)C=CC=1)(C)(C)C>[Pd].CO>[C:1]([C:5]1[C:6]([CH2:14][CH3:15])=[C:7]([NH2:11])[CH:8]=[CH:9][CH:10]=1)([CH3:4])([CH3:3])[CH3:2]. Procedure details: In a hydrogenation apparatus, a mixture of 1,5 g (8,55 mmol) 1-tert-butyl-2-vinyl-3-nitrobenzene and 250 mg 5% Pd/C and 20 ml of absolute methanol is hydrogenated at room temperature for 2,5 hours. The catalyst is filtered off and the solvent is evaporated in a water jet vacuum. The crude reaction product can be used directly for further chemical transformations. This gives 1,5 g 3-tert-butyl-2-vinyl-phenylamine in the form of a slightly brownish liquid (98% of theory). The reactants are ClC1=C(C=CC(=C1)Cl)NN=C(C(=O)OCC)Cl (ethyl 2-chloroglyoxalate 2,4-dichlorophenylhydrazone), C(C)OC(=C)C(C)C (2-ethoxy-3-methylbut-1-ene). The solvent is C([O-])([O-])=O.[Na+].[Na+] (sodium carbonate), O (water). Conditions: temperature 70 celsius. Product: ClC1=C(C=CC(=C1)Cl)N1N=C(C=C1C(C)C)C(=O)OCC (Ethyl 1-(2,4-dichlorophenyl)-5-isopropylpyrazole-3-carboxylate). Isolated yield 94.7%. RXN SMILES: [Cl:1][C:2]1[CH:7]=[C:6]([Cl:8])[CH:5]=[CH:4][C:3]=1[NH:9][N:10]=[C:11](Cl)[C:12]([O:14][CH2:15][CH3:16])=[O:13].C(O[C:21]([CH:23]([CH3:25])[CH3:24])=[CH2:22])C>C(=O)([O-])[O-].[Na+].[Na+].O>[Cl:1][C:2]1[CH:7]=[C:6]([Cl:8])[CH:5]=[CH:4][C:3]=1[N:9]1[C:21]([CH:23]([CH3:25])[CH3:24])=[CH:22][C:11]([C:12]([O:14][CH2:15][CH3:16])=[O:13])=[N:10]1 |f:2.3.4|. Procedure details: 1550 g of ethyl 2-chloroglyoxalate 2,4-dichlorophenylhydrazone are dissolved in 600 g of 2-ethoxy-3-methylbut-1-ene and 325 g of sodium carbonate, dissolved in 300 ml of water, are added such that a pH of greater than 8.0 is always maintained. After a reaction time of 4 hours (60°-80° C.), the aqueous phase is separated off and 200 ml of hydrochloric acid (pH~1) are added to the organic phase and the mixture is heated to reflux for 1 hour. After cooling to 70° C., the organic phase is separated ... The reactants are N1=C(C=CC=C1)OCCOC1=CC=C(C=C1)N1C=NC2=C1C=CC(=C2)C(=O)O (1-{4-[2-(Pyridin-2-yloxy)ethoxy]phenyl}-1H-benzimidazole-5-carboxylic acid), C(=O)(N1C=NC=C1)N1C=NC=C1 (1,1′-carbonyldiimidazole), Cl.CN (Methylamine hydrochloride), CCN(C(C)C)C(C)C (N,N′-diisopropylethylamine). The solvent is C1CCOC1 (THF). Conditions: temperature 60 celsius, time 18 hour. Yields the product CNC(=O)C1=CC2=C(N(C=N2)C2=CC=C(C=C2)OCCOC2=NC=CC=C2)C=C1 (N-methyl-1-{4-[2-(pyridin-2-yloxy)ethoxy]phenyl}-1H-benzimidazole-5-carboxamide). As a reaction SMILES: [N:1]1[CH:6]=[CH:5][CH:4]=[CH:3][C:2]=1[O:7][CH2:8][CH2:9][O:10][C:11]1[CH:16]=[CH:15][C:14]([N:17]2[C:21]3[CH:22]=[CH:23][C:24]([C:26](O)=[O:27])=[CH:25][C:20]=3[N:19]=[CH:18]2)=[CH:13][CH:12]=1.[C:29](N1C=CN=C1)([N:31]1C=CN=C1)=O.Cl.CN.CCN(C(C)C)C(C)C>C1COCC1>[CH3:29][NH:31][C:26]([C:24]1[CH:23]=[CH:22][C:21]2[N:17]([C:14]3[CH:13]=[CH:12][C:11]([O:10][CH2:9][CH2:8][O:7][C:2]4[CH:3]=[CH:4][CH:5]=[CH:6][N:1]=4)=[CH:16][CH:15]=3)[CH:18]=[N:19][C:20]=2[CH:25]=1)=[O:27] |f:2.3|. Procedure details: 1-{4-[2-(Pyridin-2-yloxy)ethoxy]phenyl}-1H-benzimidazole-5-carboxylic acid (100 mg, 0.266 mmol) and 1,1′-carbonyldiimidazole (86 mg, 0.53 mmol) were dissolved in dry THF (2 mL) under a N2 atmosphere. The reaction mixture was heated at 60° C. for 1 h and then cooled to rt. Methylamine hydrochloride (27 mg, 0.40 mmol) and N,N′-diisopropylethylamine (52 mg, 0.40 mmol, 70 μL) were added and the reaction was allowed to stir at rt. After 18 h, the reaction mixture was concentrated in vacuo, diluted wi... The reactants are C(C)(=O)N1CCC(CC1)(C(=O)O)C1=C(C=CC=C1)SC1=CC=CC=C1 (1-acetyl-4-(2-phenylthiophenyl)piperidine-4-carboxylic acid), S(=O)(Cl)Cl (thionyl chloride). As a reaction SMILES: [C:1]([N:4]1[CH2:9][CH2:8][C:7]([C:13]2[CH:18]=[CH:17][CH:16]=[CH:15][C:14]=2[S:19][C:20]2[CH:25]=[CH:24][CH:23]=[CH:22][CH:21]=2)([C:10](O)=[O:11])[CH2:6][CH2:5]1)(=[O:3])[CH3:2].S(Cl)([Cl:28])=O>>[C:1]([N:4]1[CH2:9][CH2:8][C:7]([C:13]2[CH:18]=[CH:17][CH:16]=[CH:15][C:14]=2[S:19][C:20]2[CH:25]=[CH:24][CH:23]=[CH:22][CH:21]=2)([C:10]([Cl:28])=[O:11])[CH2:6][CH2:5]1)(=[O:3])[CH3:2]. Reported procedure: A suspension of 3.4 g of 1-acetyl-4-(2-phenylthiophenyl)piperidine-4-carboxylic acid in 5 ml of freshly distilled thionyl chloride is warmed on a steam bath for 5 minutes to effect a clear solution. Any excess thionyl chloride is removed at 50° C. under reduced pressure. The residue is recrystallized from a benzene-cyclohexane mixture to provide 1-acetyl-4-(2-phenylthiophenyl)piperidine-4-carbonyl chloride. The product is C(C)(=O)N1CCC(CC1)(C(=O)Cl)C1=C(C=CC=C1)SC1=CC=CC=C1 (1-acetyl-4-(2-phenylthiophenyl)piperidine-4-carbonyl chloride).